Dataset: the Open Reaction Database (ORD), a public repository of structured organic reaction records. Task: describe an organic reaction: reactants, conditions, products, and yield Starting materials: C(=O)O[C@@H](C)[C@H]1CC[C@H]2[C@H](CCC[C@]12C)O ((S)-1-{(3S,3aS,7S,7aR)-octahydro-7-hydroxy-3a-methyl-1H-indene-3-yl}ethyl formate), C(=O)O[C@@H](C)[C@H]1CC[C@H]2[C@H](CCC[C@]12C)O ((S)-1-{(3S,3aS,7S,7aR)-octahydro-7-hydroxy-3a-methyl-1H-indene-3-yl}ethyl formate), ice. Reagents/catalysts: [Ru](=O)(=O)(=O)[O-].C(CC)[N+](CCC)(CCC)CCC (tetra-n-propylammonium perruthenate). Solvent: C(C)#N (acetonitrile). Conditions: time 45 minute. Product: C(=O)O[C@@H](C)[C@H]1CC[C@H]2C(CCC[C@]12C)=O ((S)-1-{(3S,3aR,7aR)-octahydro-3a-methyl-7-oxo-1H-indene-3-yl}ethyl formate). Yield: 97.0%. As a reaction SMILES: [CH:1]([O:3][C@H:4]([C@@H:6]1[C@:14]2([CH3:15])[C@H:9]([C@@H:10]([OH:16])[CH2:11][CH2:12][CH2:13]2)[CH2:8][CH2:7]1)[CH3:5])=[O:2]>C(#N)C.[Ru]([O-])(=O)(=O)=O.C([N+](CCC)(CCC)CCC)CC>[CH:1]([O:3][C@H:4]([C@@H:6]1[C@:14]2([CH3:15])[C@H:9]([C:10](=[O:16])[CH2:11][CH2:12][CH2:13]2)[CH2:8][CH2:7]1)[CH3:5])=[O:2] |f:2.3|. Procedure: Under a nitrogen atmosphere, a solution of (S)-1-{(3S,3aS,7S,7aR)-octahydro-7-hydroxy-3a-methyl-1H-indene-3-yl}ethyl formate (Compound 16: 899.6 mg, 3.975 mmol) in acetonitrile (10 ml) was cooled in an ice bath, and tetra-n-propylammonium perruthenate (35 mg, 0.0994 mmol) was added thereto. The reaction mixture was stirred in the ice bath for 3 minutes, and at room temperature (23° C.) for 45 minutes. The reaction mixture was filtered through Celite, and the resulting mixture was washed with eth... Starting materials: NC(=O)c1cc(F)c(F)c(Br)c1F, O. Yields the product O=C(O)c1cc(F)c(F)c(Br)c1F. As a reaction SMILES: [Br:1][c:2]1[c:3]([F:13])[c:4]([C:5](=[O:6])[NH2:7])[cH:8][c:9]([F:12])[c:10]1[F:11].[OH2:14]>>[Br:1][c:2]1[c:3]([F:13])[c:4]([C:5](=[O:6])[OH:14])[cH:8][c:9]([F:12])[c:10]1[F:11]. Reactants: COCCOCC1=CC=C(OCC2CO2)C=C1 (1-[4-(2-methoxyethoxy-methyl)phenoxy]-2,3-epoxypropane). Run in ClCCl.CO (dichloromethane methanol). Product: C1(=CC=CC2=CC=CC=C12)OCC1CO1 (1-(1-Naphthyloxy)-2,3-epoxypropane). As a reaction SMILES: COCCOC[C:7]1[CH:17]=[CH:16][C:10]([O:11][CH2:12][CH:13]2[O:15][CH2:14]2)=[CH:9][CH:8]=1>ClCCl.CO>[C:10]1([O:11][CH2:12][CH:13]2[O:15][CH2:14]2)[C:9]2[C:8](=[CH:17][CH:7]=[CH:8][CH:9]=2)[CH:7]=[CH:17][CH:16]=1 |f:1.2|. Procedure details: 1-[4-(2-methoxyethoxy-methyl)phenoxy]-2,3-epoxypropane Rf value: 0.78 (silica gel, dichloromethane/methanol=30:1). As a reaction SMILES: [CH3:17][CH2:18][OH:19].[F:3][C:4]([c:5]1[n:6][cH:7][s:8][c:9]1[C:10](=[O:11])[O:12][CH2:13][CH3:14])([F:15])[F:16].[Na+:2].[OH-:1]>>[F:3][C:4]([c:5]1[n:6][cH:7][s:8][c:9]1[C:10](=[O:11])[OH:12])([F:15])[F:16]. The product is O=C(O)c1scnc1C(F)(F)F. Reactants: CCO, CCOC(=O)c1scnc1C(F)(F)F, [Na+], [OH-]. Reactants: I(=O)(=O)Cl.I(=O)(=O)Cl.I(=O)(=O)Cl.I(=O)(=O)Cl.C(C1=CC=CC=C1)[N+](C)(C)C (Benyltrimethylammonium tetrachloroiodate), COC(=O)C1=NC(=C(C(=C1Cl)Cl)Cl)C=1OC=CC1 (methyl-3,4,5-trichloro-6-(2-furyl)pyridine-2-carboxylate). The solvent is C(C)(=O)O (acetic acid), C(C)OCC (diethyl ether). Conditions: time 1 hour. Product: ClC=1C(=NC(=C(C1Cl)Cl)C=1OC(=CC1)Cl)C(=O)OC (methyl 3,4,5-trichloro-6-(5-chloro-2-furyl)pyridine-2-carboxylate). Isolated yield 51.5%. Reaction SMILES: I(Cl)(=O)=O.I(Cl)(=O)=O.I(Cl)(=O)=O.I([Cl:16])(=O)=O.C([N+](C)(C)C)C1C=CC=CC=1.[CH3:28][O:29][C:30]([C:32]1[C:37]([Cl:38])=[C:36]([Cl:39])[C:35]([Cl:40])=[C:34]([C:41]2[O:42][CH:43]=[CH:44][CH:45]=2)[N:33]=1)=[O:31]>C(O)(=O)C.C(OCC)C>[Cl:38][C:37]1[C:32]([C:30]([O:29][CH3:28])=[O:31])=[N:33][C:34]([C:41]2[O:42][C:43]([Cl:16])=[CH:44][CH:45]=2)=[C:35]([Cl:40])[C:36]=1[Cl:39] |f:0.1.2.3.4|. Reported procedure: Benyltrimethylammonium tetrachloroiodate (292 mg, 0.70 mmol) was added to a solution of methyl-3,4,5-trichloro-6-(2-furyl)pyridine-2-carboxylate (101 mg, 0.33 mmol) in acetic acid (5 mL). After one hour, the suspension was diluted with diethyl ether and the organic mixture was washed with 0.1 N sodium thiosulphate, 0.1 N sodium bicarbonate and dried (MgSO4). The residue was purified by column chromatography (diethyl ether:hexane, 5:95) to give methyl 3,4,5-trichloro-6-(5-chloro-2-furyl)pyridine-... As a reaction SMILES: [Si](O[CH2:19][C@H:20]1[O:27][C@@H:24]([O:25][CH3:26])[C@H:23]([O:28][CH2:29][C:30]2[CH:35]=[CH:34][CH:33]=[CH:32][CH:31]=2)[C@@H:22]([O:36][CH2:37][C:38]2[CH:43]=[CH:42][CH:41]=[CH:40][CH:39]=2)[C@@H:21]1[O:44][CH2:45][C:46]1[CH:51]=[CH:50][CH:49]=[CH:48][CH:47]=1)(C(C)(C)C)(C1C=CC=CC=1)C1C=CC=CC=1.C(C1C=C(C)C=C(C(C)(C)C)N=1)(C)(C)C.[S:67]([O:74]S(C(F)(F)F)(=O)=O)([C:70]([F:73])([F:72])[F:71])(=[O:69])=[O:68]>ClCCl>[CH2:29]([O:28][C@@H:23]1[C@@H:22]([O:36][CH2:37][C:38]2[CH:39]=[CH:40][CH:41]=[CH:42][CH:43]=2)[C@H:21]([O:44][CH2:45][C:46]2[CH:51]=[CH:50][CH:49]=[CH:48][CH:47]=2)[C@@H:20]([CH2:19][O:74][S:67]([C:70]([F:73])([F:72])[F:71])(=[O:69])=[O:68])[O:27][C@H:24]1[O:25][CH3:26])[C:30]1[CH:31]=[CH:32][CH:33]=[CH:34][CH:35]=1. Procedure: To a stirred solution of methyl 6-O-tert-butyldiphenylsilyl-2,3,4-tri-O-benzyl-β-D-glucopyranoside (800 mg, 1.71 mmol) in 8.55 mL of dry dichloromethane at −78° C. was added 2,6-di-tert-butyl-4-methyl pyridine (632 mg, 3.08 mmol) followed by triflic anhydride (345 μl, 2.05 mmol). After stirring 15 minutes at −78° C., the mixture was warmed to room temperature over 20 minutes, and then poured into a solution of saturated aqueous NaHCO, (20 mL) and extracted with ethyl acetate (50 mL). The organic... Reaction conditions: temperature -78 celsius, time 15 minute. The solvent is ClCCl (dichloromethane). Starting materials: [Si](C1=CC=CC=C1)(C1=CC=CC=C1)(C(C)(C)C)OC[C@@H]1[C@H]([C@@H]([C@H]([C@H](OC)O1)OCC1=CC=CC=C1)OCC1=CC=CC=C1)OCC1=CC=CC=C1 (methyl 6-O-tert-butyldiphenylsilyl-2,3,4-tri-O-benzyl-β-D-glucopyranoside), C(C)(C)(C)C1=NC(=CC(=C1)C)C(C)(C)C (2,6-di-tert-butyl-4-methyl pyridine), NaHCO, S(=O)(=O)(C(F)(F)F)OS(=O)(=O)C(F)(F)F (triflic anhydride). Yields the product C(C1=CC=CC=C1)O[C@H]1[C@H](OC)O[C@@H]([C@H]([C@@H]1OCC1=CC=CC=C1)OCC1=CC=CC=C1)COS(=O)(=O)C(F)(F)F (Methyl 2,3,4-tri-O-benzyl-6-O-trifluoromethylsulfonyl-β-D-glucopyranoside). Reactants: OC1=CC=C(C=C1)C(C(CC(=O)OC)C)=O (methyl 4-hydroxy-gamma-oxo-beta-methylbenzenebutanoate), BrCCCBr (1,3-dibromopropane), C([O-])([O-])=O.[K+].[K+] (potassium carbonate). The solvent is C(C)C(=O)C (methyl ethyl ketone). The product is BrCCCOC1=CC=C(C=C1)C(C(CC(=O)OC)C)=O (methyl 4(3-bromopropoxy)-gamma-oxo-beta-methylbenzenebutanoate). Reaction SMILES: [OH:1][C:2]1[CH:7]=[CH:6][C:5]([C:8](=[O:16])[CH:9]([CH3:15])[CH2:10][C:11]([O:13][CH3:14])=[O:12])=[CH:4][CH:3]=1.[Br:17][CH2:18][CH2:19][CH2:20]Br.C(=O)([O-])[O-].[K+].[K+]>C(C(C)=O)C>[Br:17][CH2:18][CH2:19][CH2:20][O:1][C:2]1[CH:3]=[CH:4][C:5]([C:8](=[O:16])[CH:9]([CH3:15])[CH2:10][C:11]([O:13][CH3:14])=[O:12])=[CH:6][CH:7]=1 |f:2.3.4|. Reported procedure: The mixture of the phenol from Step A (4.0 g) 1,3-dibromopropane (18.2 ml), potassium carbonate (7.5 g) and methyl ethyl ketone (100 ml) was refluxed for 1 hour. The mixture was filtered, concentrated in vacuo and the residue was purified by chromatography on silica gel to provide the title compound as an oil. Starting materials: [N+](=O)([O-])C1=CC=C(C=C1)C(=O)OCC1N(CC=CC1)C(=O)OC(C)(C)C (tert-butyl 2-({[(4-nitrophenyl)carbonyl]oxy}methyl)-3,6-dihydropyridine-1(2H)-carboxylate), [N+](=[N-])=C.C(C)OCC (diazomethane diethyl ether). The reagents and catalysts are C(C)(=O)[O-].[Pd+2].C(C)(=O)[O-] (palladium acetate). Run at time 40 minute. The product is [N+](=O)([O-])C1=CC=C(C=C1)C(=O)OC[C@H]1N(C[C@@H]2C[C@@H]2C1)C(=O)OC(C)(C)C (tert-butyl (1R*,4S*,6R*)-4-({[(4-nitrophenyl)carbonyl]oxy}methyl)-3-azabicyclo[4.1.0]heptane-3-carboxylate). Reaction SMILES: [N+:1]([C:4]1[CH:9]=[CH:8][C:7]([C:10]([O:12][CH2:13][CH:14]2[CH2:19][CH:18]=[CH:17][CH2:16][N:15]2[C:20]([O:22][C:23]([CH3:26])([CH3:25])[CH3:24])=[O:21])=[O:11])=[CH:6][CH:5]=1)([O-:3])=[O:2].[N+](=[CH2:29])=[N-].C(OCC)C>C([O-])(=O)C.[Pd+2].C([O-])(=O)C>[N+:1]([C:4]1[CH:5]=[CH:6][C:7]([C:10]([O:12][CH2:13][C@@H:14]2[CH2:19][C@@H:18]3[C@@H:17]([CH2:29]3)[CH2:16][N:15]2[C:20]([O:22][C:23]([CH3:26])([CH3:25])[CH3:24])=[O:21])=[O:11])=[CH:8][CH:9]=1)([O-:3])=[O:2] |f:1.2,3.4.5|. Procedure details: tert-Butyl 2-({[(4-nitrophenyl)carbonyl]oxy}methyl)-3,6-dihydropyridine-1(2H)-carboxylate (10.0 g) produced above was dissolved in 5% diazomethane/diethyl ether (1.4 L), palladium acetate (689 mg) was added at 10° C., and the mixture was stirred at the same temperature for 40 min. The reaction mixture was purified by silica gel column chromatography (ethyl acetate/petroleum ether) to give a mixture of tert-butyl 2-({[(4-nitrophenyl)carbonyl]oxy}methyl)-3,6-dihydropyridine-1(2H)-carboxylate and t... Reactants: NC1C(N(C(CCC1)C1=CC=CC=C1)CC(=O)OC(C)(C)C)=O (3-amino-1-t-butoxycarbonylmethyl-7-phenylperhydroazepin-2-one), O=C(C(=O)OCC)CCC1=CC=CC=C1 (ethyl 2-oxo-4-phenylbutyrate), C(C)(=O)O (acetic acid). Solvent: C(C)O (ethanol). The product is C(C)(C)(C)OC(=O)CN1C(C(CCCC1C1=CC=CC=C1)NC(CCC1=CC=CC=C1)C(=O)OCC)=O (1-t-butoxycarbonylmethyl-3-(1-ethoxycarbonyl-3-phenylpropyl)amino-7-phenylperhydroazepin-2-one). As a reaction SMILES: [NH2:1][CH:2]1[CH2:8][CH2:7][CH2:6][CH:5]([C:9]2[CH:14]=[CH:13][CH:12]=[CH:11][CH:10]=2)[N:4]([CH2:15][C:16]([O:18][C:19]([CH3:22])([CH3:21])[CH3:20])=[O:17])[C:3]1=[O:23].O=[C:25]([CH2:31][CH2:32][C:33]1[CH:38]=[CH:37][CH:36]=[CH:35][CH:34]=1)[C:26]([O:28][CH2:29][CH3:30])=[O:27].C(O)(=O)C>C(O)C>[C:19]([O:18][C:16]([CH2:15][N:4]1[CH:5]([C:9]2[CH:14]=[CH:13][CH:12]=[CH:11][CH:10]=2)[CH2:6][CH2:7][CH2:8][CH:2]([NH:1][CH:25]([C:26]([O:28][CH2:29][CH3:30])=[O:27])[CH2:31][CH2:32][C:33]2[CH:34]=[CH:35][CH:36]=[CH:37][CH:38]=2)[C:3]1=[O:23])=[O:17])([CH3:20])([CH3:22])[CH3:21]. Reported procedure: A solution of 3.8 g of the amine from Step D, 3.7 g ethyl 2-oxo-4-phenylbutyrate, and 0.68 ml acetic acid in 50 ml ethanol was hydrogenated and the isomers separated by chromatography on silica gel using 1:1 ethylacetate:hexane to afford 1-t-butoxycarbonylmethyl-3-(1-ethoxycarbonyl-3-phenylpropyl)amino-7-phenylperhydroazepin-2-one: Starting materials: C([O-])([O-])=O.[K+].[K+] (potassium carbonate), CN1C2CC(CC1CC2)N (8-methyl-8-azabicyclo[3.2.1]octan-3-amine), C(#N)C1=CC=C(C=N1)C1=CC=CC=2N(C3=CC=CC=C3C12)C1=CC(=C(C(=O)OC(C)(C)C)C=C1)F (2-methylpropan-2-yl 4-[4-(6-cyanopyridin-3-yl)-9H-carbazol-9-yl]-2-fluorobenzoate). The solvent is CS(=O)C (dimethyl sulphoxide), O (water). Conditions: temperature 100 celsius. Yields the product C(#N)C1=CC=C(C=N1)C1=CC=CC=2N(C3=CC=CC=C3C12)C1=CC(=C(C(=O)OC(C)(C)C)C=C1)NC1CC2CCC(C1)N2C (2-methylpropan-2-yl 4-[4-(6-cyanopyridin-3-yl)-9H-carbazol-9-yl]-2-[(8-methyl-8-azabicyclo[3.2.1]oct-3-yl)amino]benzoate). Yield: 27.0%. As a reaction SMILES: C(=O)([O-])[O-].[K+].[K+].[CH3:7][N:8]1[CH:13]2[CH2:14][CH2:15][CH:9]1[CH2:10][CH:11]([NH2:16])[CH2:12]2.[C:17]([C:19]1[N:24]=[CH:23][C:22]([C:25]2[C:37]3[C:36]4[C:31](=[CH:32][CH:33]=[CH:34][CH:35]=4)[N:30]([C:38]4[CH:50]=[CH:49][C:41]([C:42]([O:44][C:45]([CH3:48])([CH3:47])[CH3:46])=[O:43])=[C:40](F)[CH:39]=4)[C:29]=3[CH:28]=[CH:27][CH:26]=2)=[CH:21][CH:20]=1)#[N:18]>CS(C)=O.O>[C:17]([C:19]1[N:24]=[CH:23][C:22]([C:25]2[C:37]3[C:36]4[C:31](=[CH:32][CH:33]=[CH:34][CH:35]=4)[N:30]([C:38]4[CH:39]=[CH:40][C:41]([C:42]([O:44][C:45]([CH3:46])([CH3:47])[CH3:48])=[O:43])=[C:49]([NH:16][CH:11]5[CH2:10][CH:9]6[N:8]([CH3:7])[CH:13]([CH2:14][CH2:15]6)[CH2:12]5)[CH:50]=4)[C:29]=3[CH:28]=[CH:27][CH:26]=2)=[CH:21][CH:20]=1)#[N:18] |f:0.1.2|. Procedure: 0.89 g of potassium carbonate and 6 g of 8-methyl-8-azabicyclo[3.2.1]octan-3-amine are successively added to a solution of 1 g of 2-methylpropan-2-yl 4-[4-(6-cyanopyridin-3-yl)-9H-carbazol-9-yl]-2-fluorobenzoate, obtained in stage 1 of Example 49, in 8 ml of dimethyl sulphoxide. The reaction mixture is heated at 100° C. for 1 hour and 40 minutes in a microwave, and then diluted with distilled water. The aqueous phase is extracted twice with ethyl acetate and the combined organic phases are washe...